Dataset: the Open Reaction Database (ORD), a public repository of structured organic reaction records. Task: describe an organic reaction: reactants, conditions, products, and yield Reactants: CC(C)CCN, CCO, CC(C)OC(C)C, CC(CN1CCCC1CO)N1c2ccccc2Sc2ccc(C(N)=S)cc21, S. Product: CC(C)CCNC(=S)c1ccc2c(c1)N(C(C)CN1CCCC1CO)c1ccccc1S2. Reaction SMILES: [CH3:1][CH:2]([CH2:3][CH2:4][NH2:5])[CH3:6].[CH3:35][CH2:36][OH:37].[CH:38]([O:39][CH:40]([CH3:41])[CH3:42])([CH3:43])[CH3:44].[OH:7][CH2:8][CH:9]1[N:10]([CH2:14][CH:15]([CH3:16])[N:17]2[c:18]3[cH:19][cH:20][cH:21][cH:22][c:23]3[S:24][c:25]3[cH:26][cH:27][c:28]([C:31]([NH2:32])=[S:33])[cH:29][c:30]32)[CH2:11][CH2:12][CH2:13]1.[SH2:34]>>[CH3:1][CH:2]([CH2:3][CH2:4][NH:32][C:31]([c:28]1[cH:27][cH:26][c:25]2[c:30]([cH:29]1)[N:17]([CH:15]([CH2:14][N:10]1[CH:9]([CH2:8][OH:7])[CH2:13][CH2:12][CH2:11]1)[CH3:16])[c:18]1[cH:19][cH:20][cH:21][cH:22][c:23]1[S:24]2)=[S:33])[CH3:6]. Reactants: BrC1=NC(=CC=C1OC)[N+](=O)[O-] (2-bromo-3-methoxy-6-nitropyridine), C(CCC)[Sn](C=C)(CCCC)CCCC (tri-n-butyl-vinyltin). The reagents and catalysts are C1(=CC=CC=C1)P(C1=CC=CC=C1)C1=CC=CC=C1.[Pd](Cl)Cl (triphenylphosphine palladium(II) chloride). The solvent is C1(=CC=CC=C1)C (toluene). Product: COC=1C(=NC(=CC1)[N+](=O)[O-])C=C (3-methoxy-6-nitro-2-vinyl-pyridine). The yield is 81.3%. RXN SMILES: Br[C:2]1[C:7]([O:8][CH3:9])=[CH:6][CH:5]=[C:4]([N+:10]([O-:12])=[O:11])[N:3]=1.[CH2:13]([Sn](CCCC)(CCCC)C=C)[CH2:14]CC>C1(C)C=CC=CC=1.C1(P(C2C=CC=CC=2)C2C=CC=CC=2)C=CC=CC=1.[Pd](Cl)Cl>[CH3:9][O:8][C:7]1[C:2]([CH:13]=[CH2:14])=[N:3][C:4]([N+:10]([O-:12])=[O:11])=[CH:5][CH:6]=1 |f:3.4|. Reported procedure: To a solution of 1.0 g (4.3 mmol) 2-bromo-3-methoxy-6-nitropyridine (J. Lombardino, J. Med. Chem. 1981, 24, 39–42) in 25 ml of toluene was added 1.9 ml (6.4 mmol) of tri-n-butyl-vinyltin and a catalytic amount of bis(triphenylphosphine-palladium(II) chloride, and the reaction was refluxed under a nitrogen atmosphere for 2 hours. The reaction mixture was cooled to room temperature and the solvent evaporated. The residue was chromatographed on silica using chloroform as the elutant. Appropriate fr...